This data is from the Open Reaction Database (ORD), a public repository of structured organic reaction records. The task is: describe an organic reaction: reactants, conditions, products, and yield The reactants are FC(C1=CC=C(C(=O)NC2=C(C=CC=C2)OC)C=C1)(F)F (4-trifluoromethyl-2'-methoxybenzanilide), C1(=CC=CC=C1)C (toluene), ( 1 ), COC=1C=CC(=CC1)P2(=S)SP(=S)(S2)C=3C=CC(=CC3)OC (Lawesson's reagent). Run in O (water). Run at temperature 100 celsius. The product is FC(C1=CC=C(C(NC2=C(C=CC=C2)OC)=S)C=C1)(F)F (4-trifluoromethyl-2'-methoxybenzothioanilide). Yield: 145.1%. RXN SMILES: [F:1][C:2]([F:21])([F:20])[C:3]1[CH:19]=[CH:18][C:6]([C:7]([NH:9][C:10]2[CH:15]=[CH:14][CH:13]=[CH:12][C:11]=2[O:16][CH3:17])=O)=[CH:5][CH:4]=1.COC1C=CC(P2(SP(C3C=CC(OC)=CC=3)(=S)S2)=[S:31])=CC=1.C1(C)C=CC=CC=1>O>[F:1][C:2]([F:21])([F:20])[C:3]1[CH:19]=[CH:18][C:6]([C:7](=[S:31])[NH:9][C:10]2[CH:15]=[CH:14][CH:13]=[CH:12][C:11]=2[O:16][CH3:17])=[CH:5][CH:4]=1. Reported procedure: A mixture of 102.4 g of 4-trifluoromethyl-2'-methoxybenzanilide prepared by the same manner as described in (1), 77.2 g of Lawesson's reagent, and 400 ml of toluene was refluxed for 1 hour. The reaction mixture was cooled to about 100° C. and then 300 ml of water was added. The resulting mixture was refluxed for 1 hour. The organic layer was separated, dried over magnesium sulfate, and concentrated to about 200 ml of volume. The precipitate was collected by filtration, washed with toluene, and d... Starting materials: CC(=O)c1ccc(S(=O)(=O)NCC(=O)O)cc1, COc1cc(OC)c(N2CCCC2)cc1C=O, C[O-], CO, [Li+], CN(C)C=O. Product: COc1cc(OC)c(N2CCCC2)cc1C=CC(=O)c1ccc(S(=O)(=O)NCC(=O)O)cc1. Reaction SMILES: [C:1]([CH3:2])(=[O:3])[c:4]1[cH:5][cH:6][c:7]([S:10](=[O:11])(=[O:12])[NH:13][CH2:14][C:15](=[O:16])[OH:17])[cH:8][cH:9]1.[CH3:18][O:19][c:20]1[c:21]([CH:22]=[O:23])[cH:24][c:25]([N:30]2[CH2:31][CH2:32][CH2:33][CH2:34]2)[c:26]([O:28][CH3:29])[cH:27]1.[CH3:35][O-:36].[CH3:43][OH:44].[Li+:37].[O:38]=[CH:39][N:40]([CH3:41])[CH3:42]>>[C:1]([CH:2]=[CH:22][c:21]1[c:20]([O:19][CH3:18])[cH:27][c:26]([O:28][CH3:29])[c:25]([N:30]2[CH2:31][CH2:32][CH2:33][CH2:34]2)[cH:24]1)(=[O:3])[c:4]1[cH:5][cH:6][c:7]([S:10](=[O:11])(=[O:12])[NH:13][CH2:14][C:15](=[O:16])[OH:17])[cH:8][cH:9]1. Yields the product ClC1=CC=C(C=C1)CCCC(O)C1=CC=C(C=C1)O (4-(4-chlorophenyl)-1-(4-hydroxyphenyl)-1-butanol). The reactants are NH4OAc, [F-].C(CCC)[N+](CCCC)(CCCC)CCCC (tetrabutylammonium fluoride), CC(C)(C)[Si](OC1=CC=C(C=C1)C(CCCC1=CC=C(C=C1)Cl)O)(C1=CC=CC=C1)C1=CC=CC=C1 (1-(4-((2-methyl-2-propyl)diphenylsilyloxy)phenyl)-4-(4-chlorophenyl)-1-butanol), CC(=O)O (AcOH). Run in C1CCOC1 (THF). Procedure details: At 0° C., 1M tetrabutylammonium fluoride (100 mL) was added to a solution of the silyl ether of Step 2 (34 g) and AcOH (15 mL) in THF (200 mL) and the reaction mixture was stirred at 0° C. 2.5 hours. 25% aqueous NH4OAc was then added and the product was extracted with EtOAc, dried over MgSO4 and purified by a swish in EtOAc:hexane 1:2. The title compound so obtained was used as such for the next step. Reaction SMILES: [F-].C([N+](CCCC)(CCCC)CCCC)CCC.CC([Si](C1C=CC=CC=1)(C1C=CC=CC=1)[O:24][C:25]1[CH:30]=[CH:29][C:28]([CH:31]([OH:42])[CH2:32][CH2:33][CH2:34][C:35]2[CH:40]=[CH:39][C:38]([Cl:41])=[CH:37][CH:36]=2)=[CH:27][CH:26]=1)(C)C.CC(O)=O>C1COCC1>[Cl:41][C:38]1[CH:39]=[CH:40][C:35]([CH2:34][CH2:33][CH2:32][CH:31]([C:28]2[CH:27]=[CH:26][C:25]([OH:24])=[CH:30][CH:29]=2)[OH:42])=[CH:36][CH:37]=1 |f:0.1|. Conditions: temperature 0 celsius. The reactants are [N-]=[N+]=[N-], [Na+], CN(C)C=O, Cc1ccc(S(=O)(=O)OC2COC3C(O)COC23)cc1. The product is [N-]=[N+]=NC1COC2C(O)COC12. RXN SMILES: [N-:22]=[N+:23]=[N-:24].[Na+:21].[O:25]=[CH:26][N:27]([CH3:28])[CH3:29].[OH:1][CH:2]1[CH2:3][O:4][CH:5]2[CH:6]1[O:7][CH2:8][CH:9]2[O:10][S:11]([c:12]1[cH:13][cH:14][c:15]([CH3:16])[cH:17][cH:18]1)(=[O:19])=[O:20]>>[OH:1][CH:2]1[CH2:3][O:4][CH:5]2[CH:6]1[O:7][CH2:8][CH:9]2[N:22]=[N+:23]=[N-:24]. Starting materials: II (iodine), [H][H] (hydrogen), [BH4-].[Na+] (Sodium borohydride), C1(CC1)C(C(=O)O)NC1CC1 (Cyclopropyl-cyclopropylamino-acetic acid), C1(CC1)C(C(=O)O)NC1CC1 (cyclopropyl-cyclopropylamino-acetic acid). The solvent is C1CCOC1 (THF), C1CCOC1 (THF). Run at temperature 0 celsius, time 30 minute. Product: C1(CC1)C(CO)NC1CC1 (2-cyclopropyl-2-cyclopropylamino-ethanol). Reaction SMILES: [BH4-].[Na+].[CH:3]1([CH:6]([NH:10][CH:11]2[CH2:13][CH2:12]2)[C:7](O)=[O:8])[CH2:5][CH2:4]1.II.[H][H]>C1COCC1>[CH:3]1([CH:6]([NH:10][CH:11]2[CH2:13][CH2:12]2)[CH2:7][OH:8])[CH2:5][CH2:4]1 |f:0.1|. Reported procedure: Sodium borohydride (200 mg) was added to THF (10 mL), followed by cyclopropyl-cyclopropylamino-acetic acid (1 g of the material obtained in step B]). The mixture was cooled to 0° C. and a solution of iodine (558 mg) in THF (5 mL) was added carefully drop by drop over a period of 30 minutes. Vigorous hydrogen evolution was observed. The mixture was stirred at 0° C. for 30 minutes and then heated to reflux for 2 hours. The mixture was cooled and quenched with methanol until a clear solution was ob...